This data is from the Open Reaction Database (ORD), a public repository of structured organic reaction records. The task is: describe an organic reaction: reactants, conditions, products, and yield Reactants: C(C)(C)(C)OC(=O)N(CC(=O)N1CC(C(CC1)CN([C@H](C)C1=CC=CC2=CC=CC=C12)C(=O)OC(C)(C)C)C1=CC=CC=C1)CC(=O)O ([(tert-butoxycarbonyl){2-[4-({(tert-butoxycarbonyl)[(1R)-1-(1-naphthyl)ethyl]amino}methyl)-3-phenylpiperidin-1-yl]-2-oxoethyl}amino]acetic acid), Cl.O1CCOCC1 (hydrogen chloride 1,4-dioxane). Conditions: time 2 hour. Yields the product Cl.C1(=CC=CC2=CC=CC=C12)[C@@H](C)NCC1C(CN(CC1)C(CNCC(=O)O)=O)C1=CC=CC=C1 (({2-[4-({[(1R)-1-(1-naphthyl)ethyl]amino}methyl)-3-phenylpiperidin-1-yl]-2-oxoethyl}amino)acetic acid hydrochloride). RXN SMILES: C(OC([N:8]([CH2:45][C:46]([OH:48])=[O:47])[CH2:9][C:10]([N:12]1[CH2:17][CH2:16][CH:15]([CH2:18][N:19](C(OC(C)(C)C)=O)[C@@H:20]([C:22]2[C:31]3[C:26](=[CH:27][CH:28]=[CH:29][CH:30]=3)[CH:25]=[CH:24][CH:23]=2)[CH3:21])[CH:14]([C:39]2[CH:44]=[CH:43][CH:42]=[CH:41][CH:40]=2)[CH2:13]1)=[O:11])=O)(C)(C)C.[ClH:49].O1CCOCC1>>[ClH:49].[C:22]1([C@H:20]([NH:19][CH2:18][CH:15]2[CH2:16][CH2:17][N:12]([C:10](=[O:11])[CH2:9][NH:8][CH2:45][C:46]([OH:48])=[O:47])[CH2:13][CH:14]2[C:39]2[CH:40]=[CH:41][CH:42]=[CH:43][CH:44]=2)[CH3:21])[C:31]2[C:26](=[CH:27][CH:28]=[CH:29][CH:30]=2)[CH:25]=[CH:24][CH:23]=1 |f:1.2,3.4|. Procedure details: To 138 mg of [(tert-butoxycarbonyl){2-[4-({(tert-butoxycarbonyl)[(1R)-1-(1-naphthyl)ethyl]amino}methyl)-3-phenylpiperidin-1-yl]-2-oxoethyl}amino]acetic acid was added 2.0 mL of a 4 M hydrogen chloride/1,4-dioxane solution. After stirring at room temperature for 2 hours, the reaction mixture was concentrated under reduced pressure, and to the obtained residue were added isopropanol and diisopropylether, and the precipitated solid was collected by filtration to obtain 83.9 mg of ({2-[4-({[(1R)-1-(... The reactants are [BH3-]C#N, C=O, COC(=O)CCCCCSc1ccc(N)cc1, CO, [Cl-], [Cl-], O=Cc1ccc(Cl)cc1, [Na+], [Zn+2]. The product is COC(=O)CCCCCSc1ccc(N(C)Cc2ccc(Cl)cc2)cc1. Reaction SMILES: [C:29]([BH3-:30])#[N:31].[CH2:27]=[O:28].[CH3:1][O:2][C:3]([CH2:4][CH2:5][CH2:6][CH2:7][CH2:8][S:9][c:10]1[cH:11][cH:12][c:13]([NH2:16])[cH:14][cH:15]1)=[O:17].[CH3:33][OH:34].[Cl-:35].[Cl-:37].[Cl:18][c:19]1[cH:20][cH:21][c:22]([CH:23]=[O:24])[cH:25][cH:26]1.[Na+:32].[Zn+2:36]>>[CH3:1][O:2][C:3]([CH2:4][CH2:5][CH2:6][CH2:7][CH2:8][S:9][c:10]1[cH:11][cH:12][c:13]([N:16]([CH2:23][c:22]2[cH:21][cH:20][c:19]([Cl:18])[cH:26][cH:25]2)[CH3:29])[cH:14][cH:15]1)=[O:17]. Reactants: CCOC(C)=O, CC(C)(CC1(C(F)(F)F)CO1)c1ccccc1, CCCCCC, Nc1cccc2ncccc12. Reaction SMILES: [C:29]([O:30][CH2:31][CH3:32])(=[O:33])[CH3:34].[CH3:1][C:2]([CH2:3][C:4]1([C:7]([F:8])([F:9])[F:10])[O:5][CH2:6]1)([CH3:11])[c:12]1[cH:13][cH:14][cH:15][cH:16][cH:17]1.[CH3:35][CH2:36][CH2:37][CH2:38][CH2:39][CH3:40].[NH2:18][c:19]1[c:20]2[cH:21][cH:22][cH:23][n:24][c:25]2[cH:26][cH:27][cH:28]1>>[CH3:1][C:2]([CH2:3][C:4]([OH:5])([CH2:6][NH:18][c:19]1[c:20]2[cH:21][cH:22][cH:23][n:24][c:25]2[cH:26][cH:27][cH:28]1)[C:7]([F:8])([F:9])[F:10])([CH3:11])[c:12]1[cH:13][cH:14][cH:15][cH:16][cH:17]1. Yields the product CC(C)(CC(O)(CNc1cccc2ncccc12)C(F)(F)F)c1ccccc1. The reactants are ClCCl, CCCCn1ccc(CN(C)C)c(O)c1=S, CI. Yields the product CCCCn1ccc(C)c(O)c1=S. Reaction SMILES: [CH2:19]([Cl:20])[Cl:21].[CH2:1]([CH2:2][CH2:3][CH3:4])[n:5]1[c:6](=[S:16])[c:7]([OH:15])[c:8]([CH2:11][N:12]([CH3:13])[CH3:14])[cH:9][cH:10]1.[I:17][CH3:18]>>[CH2:1]([CH2:2][CH2:3][CH3:4])[n:5]1[c:6](=[S:16])[c:7]([OH:15])[c:8]([CH3:11])[cH:9][cH:10]1. The reactants are NC1=C(NC2=CC(=CC=C12)Cl)C(C1=CC(=CC=C1)C)=O (3-amino-6-chloro-2-(3-methylbenzoyl)indole), C(CCC)(=O)Cl (butyryl chloride). Yields the product C(CCC)(=O)NC1=C(NC2=CC(=CC=C12)Cl)C(C1=CC(=CC=C1)C)=O (3-(Butyrylamino)-6-chloro-2-(3-methylbenzoyl)indole). RXN SMILES: [NH2:1][C:2]1[C:10]2[C:5](=[CH:6][C:7]([Cl:11])=[CH:8][CH:9]=2)[NH:4][C:3]=1[C:12](=[O:20])[C:13]1[CH:18]=[CH:17][CH:16]=[C:15]([CH3:19])[CH:14]=1.[C:21](Cl)(=[O:25])[CH2:22][CH2:23][CH3:24]>>[C:21]([NH:1][C:2]1[C:10]2[C:5](=[CH:6][C:7]([Cl:11])=[CH:8][CH:9]=2)[NH:4][C:3]=1[C:12](=[O:20])[C:13]1[CH:18]=[CH:17][CH:16]=[C:15]([CH3:19])[CH:14]=1)(=[O:25])[CH2:22][CH2:23][CH3:24]. Procedure details: The title compound was prepared according to the procedure described in Example 19 employing 3-amino-6-chloro-2-(3-methylbenzoyl)indole (Example 21) and butyryl chloride. m.p.: 127-130° C. 1H-NMR (CDCl3) δ: 10.03 (1H, br s), 8.35-8.20 (2H, m), 7.62-7.54 (2H, m), 7.48-7.40 (2H, m), 7.28 (1H, d, J=1.8 Hz), 7.08 (1H, dd, J=1.8, 9.2 Hz), 2.55-2.35 (5H, m), 1.90-1.72 (2H, m), 1.04 (3H, t, J=7.3 Hz) Starting materials: C1(=C(C(=CC(=C1)C)C)CC(=O)O)C (mesityleneacetic acid), CNC1=C(C(=O)OC)C=CC=C1[N+](=O)[O-] (methyl 2-(methylamino)-3-nitrobenzoate). The product is C1(=C(C(=CC(=C1)C)C)CC1=NC2=C(N1C)C(=CC=C2)C(=O)OC)C (Methyl 2-(mesitylmethyl)-1-methyl-1H-benzimidazole-7-carboxylate). Reaction SMILES: [C:1]1([CH3:13])[CH:6]=[C:5]([CH3:7])[CH:4]=[C:3]([CH3:8])[C:2]=1[CH2:9][C:10](O)=O.[CH3:14][NH:15][C:16]1[C:25]([N+:26]([O-])=O)=[CH:24][CH:23]=[CH:22][C:17]=1[C:18]([O:20][CH3:21])=[O:19]>>[C:1]1([CH3:13])[CH:6]=[C:5]([CH3:7])[CH:4]=[C:3]([CH3:8])[C:2]=1[CH2:9][C:10]1[N:15]([CH3:14])[C:16]2[C:17]([C:18]([O:20][CH3:21])=[O:19])=[CH:22][CH:23]=[CH:24][C:25]=2[N:26]=1. Procedure details: The title compound was prepared from mesityleneacetic acid and methyl 2-(methylamino)-3-nitrobenzoate in the similar method described in Reference Example 5.